This data is from the Open Reaction Database (ORD), a public repository of structured organic reaction records. The task is: describe an organic reaction: reactants, conditions, products, and yield Reactants: intermediate 4A, ClCCCN1CCCCC1 (1-(3-chloro-propyl)-piperidine), ClC=1C=C(C=CC1Cl)/C=C/C(=O)N1CCNC(CC1)=O (1-[(E)-3-(3,4-dichloro-phenyl)-acryloyl]-[1,4]diazepan-5-one), ClC=1C=C(C=CC1Cl)/C=C/C(=O)N1CCNC(CC1)=O (1-[(E)-3-(3,4-dichloro-phenyl)-acryloyl]-[1,4]diazepan-5-one). Yields the product ClC=1C=C(C=CC1Cl)/C=C/C(=O)N1CCN(C(CC1)=O)CCCN1CCCCC1 (1-[(E)-3-(3,4-Dichloro-phenyl)-acryloyl]-4-(3-piperidin-1-yl-propyl)-[1,4]diazepan-5-one). Reaction SMILES: [Cl:1][C:2]1[CH:3]=[C:4](/[CH:9]=[CH:10]/[C:11]([N:13]2[CH2:19][CH2:18][C:17](=[O:20])[NH:16][CH2:15][CH2:14]2)=[O:12])[CH:5]=[CH:6][C:7]=1[Cl:8].Cl[CH2:22][CH2:23][CH2:24][N:25]1[CH2:30][CH2:29][CH2:28][CH2:27][CH2:26]1>>[Cl:1][C:2]1[CH:3]=[C:4](/[CH:9]=[CH:10]/[C:11]([N:13]2[CH2:19][CH2:18][C:17](=[O:20])[N:16]([CH2:22][CH2:23][CH2:24][N:25]3[CH2:30][CH2:29][CH2:28][CH2:27][CH2:26]3)[CH2:15][CH2:14]2)=[O:12])[CH:5]=[CH:6][C:7]=1[Cl:8]. Reported procedure: In analogy to the procedure described in intermediate 4A, 1-[(E)-3-(3,4-dichloro-phenyl)-acryloyl]-[1,4]diazepan-5-one (intermediate 1A) and 1-(3-chloro-propyl)-piperidine gave the title compound as light yellow solid. MS: 438.1 (MH+, 2Cl).